This data is from the Open Reaction Database (ORD), a public repository of structured organic reaction records. The task is: describe an organic reaction: reactants, conditions, products, and yield The reactants are [N+](=O)(O)[O-] (nitric acid), C(C1=CC=CC=C1)OC=1C=C2C(=CC(OC2=CC1)=O)O (6-benzyloxy-4-hydroxycoumarin), [OH-].[Na+] (sodium hydroxide). The solvent is C1=CC=CC=C1 (benzene), C(Cl)(Cl)Cl (chloroform), O (water). Reaction conditions: time 1.5 hour. Product: O.OC1=CC(OC2=CC(=CC=C12)O)=O (4,7-dihydroxycoumarin monohydrate). RXN SMILES: [N+]([O-])(O)=[O:2].C(O[C:13]1[CH:14]=[C:15]2[C:20](=[CH:21][CH:22]=1)[O:19][C:18](=[O:23])[CH:17]=[C:16]2[OH:24])C1C=CC=CC=1.[OH-:25].[Na+]>C(Cl)(Cl)Cl.C1C=CC=CC=1.O>[OH2:2].[OH:24][C:16]1[C:15]2[C:20](=[CH:21][C:22]([OH:25])=[CH:13][CH:14]=2)[O:19][C:18](=[O:23])[CH:17]=1 |f:2.3,7.8|. Procedure details: Fuming nitric acid (13 ml) was added to a stirred suspension of 6-benzyloxy-4-hydroxycoumarin (m.p. 226°-8°; 3.13g) in chloroform (200 ml) at room temperature over 1.5 hours. After a further 1.5 hours, the solvent was removed in vacuo at room temperature and water (100 ml) added to the residue. Filtration gave an oily solid which was dissolved in benzene, filtered, and the filtrate evaporated to dryness to give a yellow solid, decomp. 170°. The solid was suspended in water (30 ml) and dilute sod... Starting materials: CCO, CCOC(C)=O, Cl, COC(=O)c1ccc(Nc2ccccc2)cc1Nc1ccc(F)cc1, [Na+], [OH-], O. The product is O=C(O)c1ccc(Nc2ccccc2)cc1Nc1ccc(F)cc1. RXN SMILES: [CH3:1][CH2:2][OH:3].[CH3:32][CH2:33][O:34][C:35](=[O:36])[CH3:37].[ClH:31].[NH:4]([c:5]1[cH:6][cH:7][cH:8][cH:9][cH:10]1)[c:11]1[cH:12][c:13]([NH:21][c:22]2[cH:23][cH:24][c:25]([F:28])[cH:26][cH:27]2)[c:14]([C:15](=[O:16])[O:17][CH3:18])[cH:19][cH:20]1.[Na+:30].[OH-:29].[OH2:38]>>[NH:4]([c:5]1[cH:6][cH:7][cH:8][cH:9][cH:10]1)[c:11]1[cH:12][c:13]([NH:21][c:22]2[cH:23][cH:24][c:25]([F:28])[cH:26][cH:27]2)[c:14]([C:15](=[O:16])[OH:17])[cH:19][cH:20]1. Starting materials: COC(=O)C(Br)CCCBr, O=C([O-])[O-], Cc1ccccc1, CC(N)c1ccccc1, [K+], [K+], O. The product is COC(=O)C1CCCN1C(C)c1ccccc1. As a reaction SMILES: [Br:1][CH:2]([C:3](=[O:4])[O:5][CH3:6])[CH2:7][CH2:8][CH2:9][Br:10].[C:18](=[O:19])([O-:20])[O-:21].[CH3:11][c:12]1[cH:13][cH:14][cH:15][cH:16][cH:17]1.[CH3:24][CH:25]([c:26]1[cH:27][cH:28][cH:29][cH:30][cH:31]1)[NH2:32].[K+:22].[K+:23].[OH2:33]>>[CH:2]1([C:3](=[O:4])[O:5][CH3:6])[CH2:7][CH2:8][CH2:9][N:32]1[CH:25]([CH3:24])[c:26]1[cH:27][cH:28][cH:29][cH:30][cH:31]1. The reactants are 4-Nitrophenylchloroformate, FC(OC1=CC=C(CO)C=C1)(F)F (4-(trifluoromethoxy)benzyl alcohol), N1=CC=CC=C1 (pyridine), [N+](=O)([O-])C1=CC=C(C=C1)NC([O-])=O (4-nitrophenylcarbamate), Cl.ClC=1C=C(C=CC1)CCNC(=O)C=1N=C(SC1)CN (2-aminomethyl-thiazole-4-carboxylic acid [2-(3-chlorophenyl)ethyl]amide hydrochloride), CCN(C(C)C)C(C)C (DIEA). Reagents/catalysts: CN(C)C=1C=CN=CC1 (DMAP). Solvent: C(Cl)Cl (methylene chloride), [Cl-].[NH4+] (ammonium chloride), CCOC(=O)C (EtOAc), O (water), CN(C)C=O (DMF). Run at time 12 hour. Product: FC(OC1=CC=C(COC(NCC=2SC=C(N2)C(NCCC2=CC(=CC=C2)Cl)=O)=O)C=C1)(F)F ({4-[2-(3-Chloro-phenyl)-ethylcarbamoyl]-thiazol-2-ylmethyl}-carbamic acid 4-trifluoromethoxy-benzyl ester). The yield is 53.5%. As a reaction SMILES: C1C([N+]([O-])=O)=CC=C([Cl-][C:11]([O-])=[O:12])C=1.[F:14][C:15]([F:26])([F:25])[O:16][C:17]1[CH:24]=[CH:23][C:20]([CH2:21][OH:22])=[CH:19][CH:18]=1.N1C=CC=CC=1.[N+](C1C=CC(NC(=O)[O-])=CC=1)([O-])=O.Cl.[Cl:47][C:48]1[CH:49]=[C:50]([CH2:54][CH2:55][NH:56][C:57]([C:59]2[N:60]=[C:61]([CH2:64][NH2:65])[S:62][CH:63]=2)=[O:58])[CH:51]=[CH:52][CH:53]=1.CCN(C(C)C)C(C)C>CN(C1C=CN=CC=1)C.[Cl-].[NH4+].CN(C=O)C.O.CCOC(C)=O.C(Cl)Cl>[F:14][C:15]([F:25])([F:26])[O:16][C:17]1[CH:24]=[CH:23][C:20]([CH2:21][O:22][C:11](=[O:12])[NH:65][CH2:64][C:61]2[S:62][CH:63]=[C:59]([C:57](=[O:58])[NH:56][CH2:55][CH2:54][C:50]3[CH:51]=[CH:52][CH:53]=[C:48]([Cl:47])[CH:49]=3)[N:60]=2)=[CH:19][CH:18]=1 |f:4.5,8.9|. Procedure details: 4-Nitrophenylchloroformate (0.1 g, 0.5 mmol) was added to a stirring solution of 4-(trifluoromethoxy)benzyl alcohol (0.09 g, 0.5 mmol), pyridine (0.07 mL, 0.9 mmol), and methylene chloride (2 mL). DMAP (6 mg) was added and the mixture was stirred for 12 hours. The mixture was diluted with saturated ammonium chloride and extracted 3× with methylene chloride. The combined organic layers were washed with 0.5 N NaHSO4 and brine, dried over sodium sulfate, filtered, and concentrated in vacuo. The cru... Product: FC=1C=C2C(=CNC2=CC1)C=1CCN(CC1)CC1COC=2C(=C3CCCOC3=CC2)O1 (5-Fluoro-3-{1-[2,3,9,10-tetrahydro-8H-[1,4]dioxino[2,3-f]chromen-2-ylmethyl]-1,2,3,6-tetrahydro-4-pyridinyl}-1H-indole). The reactants are CC1=CC=C(C=C1)S(=O)(=O)OC[C@H]1COC=2C(=C3CCCOC3=CC2)O1 ((2R)-2,3,9,10-tetrahydro-8H-[1,4]-dioxino[2,3-f]chromen-2-ylmethyl 4-methylbenzenesulfonate), FC=1C=C2C(=CNC2=CC1)C=1CCNCC1 (5-fluoro-3-(1,2,3,6-tetrahydro-4-pyridinyl)-1H-indole), C(C)(=O)OCC (ethyl acetate). Procedure details: A solution of 0.55 g (1.5 mmole) of (2R)-2,3,9,10-tetrahydro-8H-[1,4]-dioxino[2,3-f]chromen-2-ylmethyl 4-methylbenzenesulfonate and 1.0 g (4.6 mmole) of 5-fluoro-3-(1,2,3,6-tetrahydro-4-pyridinyl)-1H-indole in 10 mL of DMSO was heated under nitrogen at 80° C. for 6 hours. After the reaction had cooled to room temperature, 400 mL of ethyl acetate was added and the solution was washed with 250 mL portions of saturated aqueous sodium bicarbonate, water and saturated brine, dried over sodium sulfate... Reaction SMILES: CC1C=CC(S(O[CH2:12][C@@H:13]2[O:26][C:17]3=[C:18]4[C:23](=[CH:24][CH:25]=[C:16]3[O:15][CH2:14]2)[O:22][CH2:21][CH2:20][CH2:19]4)(=O)=O)=CC=1.[F:27][C:28]1[CH:29]=[C:30]2[C:34](=[CH:35][CH:36]=1)[NH:33][CH:32]=[C:31]2[C:37]1[CH2:38][CH2:39][NH:40][CH2:41][CH:42]=1.C(OCC)(=O)C>CS(C)=O>[F:27][C:28]1[CH:29]=[C:30]2[C:34](=[CH:35][CH:36]=1)[NH:33][CH:32]=[C:31]2[C:37]1[CH2:38][CH2:39][N:40]([CH2:12][CH:13]2[O:26][C:17]3=[C:18]4[C:23](=[CH:24][CH:25]=[C:16]3[O:15][CH2:14]2)[O:22][CH2:21][CH2:20][CH2:19]4)[CH2:41][CH:42]=1. The solvent is CS(=O)C (DMSO). Yield: 53.9%.